From a dataset of the Open Reaction Database (ORD), a public repository of structured organic reaction records. describe an organic reaction: reactants, conditions, products, and yield The reactants are FC(S(=O)(=O)OC1=NC=CC(=C1)O)(F)F (4-Hydroxy-2-pyridinyl trifluoromethanesulfonate), [OH-].C(CCC)[N+](CCCC)(CCCC)CCCC (tetrabutylammonium hydroxide), FC(CCCS(=O)(=O)Cl)(F)F (4,4,4-trifluoro-1-butanesulfonyl chloride). Run in O (water), ClCCl (dichloromethane), O (water). Product: FC(CCCS(=O)(=O)OC1=CC(=NC=C1)OS(=O)(=O)C(F)(F)F)(F)F (2-Trifluoromethylsulfonyloxy-4-pyridinyl 4,4,4-trifluoro-1-butanesulfonate). Reaction SMILES: [F:1][C:2]([F:15])([F:14])[S:3]([O:6][C:7]1[CH:12]=[C:11]([OH:13])[CH:10]=[CH:9][N:8]=1)(=[O:5])=[O:4].[OH-].C([N+](CCCC)(CCCC)CCCC)CCC.[F:34][C:35]([F:44])([F:43])[CH2:36][CH2:37][CH2:38][S:39](Cl)(=[O:41])=[O:40]>ClCCl.O>[F:34][C:35]([F:44])([F:43])[CH2:36][CH2:37][CH2:38][S:39]([O:13][C:11]1[CH:10]=[CH:9][N:8]=[C:7]([O:6][S:3]([C:2]([F:1])([F:14])[F:15])(=[O:5])=[O:4])[CH:12]=1)(=[O:41])=[O:40] |f:1.2|. Procedure details: Under argon, 550 mg (2.26 mmol) of 4-hydroxy-2-pyridinyl trifluoromethanesulfonate (Example 39A) are suspended in 15 ml of dichloromethane at room temperature. 2 ml of a 40% strength solution of tetrabutylammonium hydroxide in water are added dropwise to this. Then 476 mg (2.26 mmol) of 4,4,4-trifluoro-1-butanesulfonyl chloride are added and allowed to react for 20 minutes. Working up takes place by adding water, extracting with ethyl acetate, washing, drying and evaporating in a rotary evaporat... Reactants: O=C1N(C2=CC=CC=C2CC1)CC(=O)O (2-(2-oxo-3,4-dihydroquinolin-1(2H)-yl)acetic acid), S1C=NC(=C1)C=1SC=CC1N (2-(thiazol-4-yl)thiophen-3-amine), 9d. Product: O=C1N(C2=CC=CC=C2CC1)CC(=O)NC1=C(SC=C1)C=1N=CSC1 (2-(2-oxo-3,4-dihydroquinolin-1(2H)-yl)-N-(2-(thiazol-4-yl)thiophen-3-yl)acetamide). RXN SMILES: [O:1]=[C:2]1[CH2:11][CH2:10][C:9]2[C:4](=[CH:5][CH:6]=[CH:7][CH:8]=2)[N:3]1[CH2:12][C:13]([OH:15])=O.[S:16]1[CH:20]=[C:19]([C:21]2[S:22][CH:23]=[CH:24][C:25]=2[NH2:26])[N:18]=[CH:17]1>>[O:1]=[C:2]1[CH2:11][CH2:10][C:9]2[C:4](=[CH:5][CH:6]=[CH:7][CH:8]=2)[N:3]1[CH2:12][C:13]([NH:26][C:25]1[CH:24]=[CH:23][S:22][C:21]=1[C:19]1[N:18]=[CH:17][S:16][CH:20]=1)=[O:15]. Reported procedure: The title compound was prepared from 2-(2-oxo-3,4-dihydroquinolin-1(2H)-yl)acetic acid (88 mg, 0.43 mmol) and 2-(thiazol-4-yl)thiophen-3-amine (79 mg, 0.43 mmol) according to protocol A. Retention time (min)=5.703, method [7], MS(ESI) 370.0 (M+H); 1H NMR (300 MHz, CDCl3) δ 11.2 (s, 1H), 8.49 9d, J=2.7 Hz, 1H), 8.13 (d, J=5.4 Hz, 1H), 7.19-7.25 (m, 4H), 7.02-7.08 (m, 2H), 4.81 (s, 2H), 3.05-3.09 (m, 2H), 3.2.85-2.89 (m, 2H). Isolated yield 79.0%. The reactants are NCCCN (1,3-diaminopropane), COC(C1=CC=CC=C1)=O (benzoic acid methyl ester). Yields the product C1(=CC=CC=C1)C1NC=CCN1 (2-phenyl-tetrahydropyrimidine). Run at time 3 hour. As a reaction SMILES: [NH2:1][CH2:2][CH2:3][CH2:4][NH2:5].CO[C:8](=O)[C:9]1[CH:14]=[CH:13][CH:12]=[CH:11][CH:10]=1>>[C:9]1([CH:8]2[NH:5][CH2:4][CH:3]=[CH:2][NH:1]2)[CH:14]=[CH:13][CH:12]=[CH:11][CH:10]=1. Reported procedure: With 185 g 1,3-diaminopropane, 136 g benzoic acid methyl ester were reacted under pressure at 200° C. in the reactor. After 3 hours, the excess of diamine was distilled off, and the 2-phenyl-tetrahydropyrimidine was isolated in a 79% yield. Boiling point 165° C./1 mm; melting point=86°-87° C. Starting materials: C(=C)[Si](O[Si](C)(C)C)(C)C=C (divinyltetramethyldisiloxane), C(=C)[Si](O[Si](OCC)(OCC)OCC)(OCC)C=C (divinyltetraethoxydisiloxane), C[SiH](O[Si](O[SiH](C)C)(O[SiH](C)C)O[SiH](C)C)C (tetrakis(dimethylsiloxy)silane), C(=C)C=1C2=CC=CC=C2C=C2C=CC=CC12 (9-vinylanthracene). The reagents and catalysts are Karstedt's catalyst. Solvent: C1(=CC=CC=C1)C (toluene). Yields the product C1=CC=CC2=CC3=CC=CC=C3C=C12 (Anthracene). Reaction SMILES: C([Si](C=C)(C)O[Si](C)(C)C)=C.C([Si](C=C)(OCC)O[Si](OCC)(OCC)OCC)=C.C[SiH](C)O[Si](O[SiH](C)C)(O[SiH](C)C)O[SiH](C)C.C([C:50]1[C:51]2[C:56]([CH:57]=[C:58]3[C:63]=1[CH:62]=[CH:61][CH:60]=[CH:59]3)=[CH:55][CH:54]=[CH:53][CH:52]=2)=C>C1(C)C=CC=CC=1>[CH:52]1[C:51]2[C:56](=[CH:57][C:58]3[C:63]([CH:50]=2)=[CH:62][CH:61]=[CH:60][CH:59]=3)[CH:55]=[CH:54][CH:53]=1. Procedure: To a 100-mL three-necked round bottom flask fitted with a condenser/nitrogen inlet and two stoppers was added divinyltetramethyldisiloxane (4.43 g, 23.8 mmole), divinyltetraethoxydisiloxane (0.38 g, 1.24 mmoles), and tetrakis(dimethylsiloxy)silane (12.33 g, 37.5 mmoles). A solution of 9-vinylanthracene (0.0442 g, 0.525 mmole) in toluene (20 mL) was then added and the mixture stirred at RT. Karstedt's catalyst (21 microliters) was added using an automatic pipette. The mixture was stirred for 1 h ...